From a dataset of the Open Reaction Database (ORD), a public repository of structured organic reaction records. describe an organic reaction: reactants, conditions, products, and yield Reactants: hydrazide, OC[C@H]1[C@H](CCCC1)C(=O)O ((1S,2R)-2-hydroxymethyl-1-cyclohexanecarboxylic acid), N(=O)[O-].[Na+] (sodium nitrite). Run in OS(=O)(=O)O (H2SO4). Reaction conditions: temperature 2.5 celsius. Yields the product N[C@@H]1[C@@H](CCCC1)CO ((1S,2R)-1-amino-2-(hydroxymethyl)cyclohexane). Reaction SMILES: [OH:1][CH2:2][C@@H:3]1[CH2:8][CH2:7][CH2:6][CH2:5][C@@H:4]1C(O)=O.[N:12]([O-])=O.[Na+]>OS(O)(=O)=O>[NH2:12][C@H:4]1[CH2:5][CH2:6][CH2:7][CH2:8][C@H:3]1[CH2:2][OH:1] |f:1.2|. Reported procedure: The hydrazide of (1S,2R)-2-hydroxymethyl-1-cyclohexanecarboxylic acid (0.5 gram) is reacted with a solution of 0.5 grams of sodium nitrite in 10 ml of 5% H2SO4. The reaction mixture is maintained for 1 hour at 0-5° C, followed extraction of the reaction mixture with ethyl acetate, followed by basification of the resulting aqueous solution with NaOH, extraction with methyl t-butyl ether, drying of the extracts over MgSO4, filtration, and the removal of solvent by rotary evaporation. The product (... Starting materials: C(C)(C)C=1C=C(C=CC1)[C@H](C(C)C)N ((S)-1-(3-isopropylphenyl)-2-methylpropan-1-amine), C(C)(C)(C)OC(=O)C1=C(C=CC=C1)C1=CC=C(C=C1)CN1C(=C(C2=CC(=CC=C12)C(=O)O)C)C (1-((2′-(tert-butoxycarbonyl)-[1,1′-biphenyl]-4-yl)methyl)-2,3-dimethyl-1H-indole-5-carboxylic acid). Yields the product C(C)(C)C=1C=C(C=CC1)[C@H](C(C)C)NC(=O)C=1C=C2C(=C(N(C2=CC1)CC1=CC=C(C=C1)C=1C(=CC=CC1)C(=O)O)C)C ((S)-4′-((5-((1-(3-isopropylphenyl)-2-methylpropyl)carbamoyl)-2,3-dimethyl-1H-indol-1-yl)methyl)-[1,1′-biphenyl]-2-carboxylic acid). RXN SMILES: [CH:1]([C:4]1[CH:5]=[C:6]([C@@H:10]([NH2:14])[CH:11]([CH3:13])[CH3:12])[CH:7]=[CH:8][CH:9]=1)([CH3:3])[CH3:2].C([O:19][C:20]([C:22]1[CH:27]=[CH:26][CH:25]=[CH:24][C:23]=1[C:28]1[CH:33]=[CH:32][C:31]([CH2:34][N:35]2[C:43]3[C:38](=[CH:39][C:40]([C:44](O)=[O:45])=[CH:41][CH:42]=3)[C:37]([CH3:47])=[C:36]2[CH3:48])=[CH:30][CH:29]=1)=[O:21])(C)(C)C>>[CH:1]([C:4]1[CH:5]=[C:6]([C@@H:10]([NH:14][C:44]([C:40]2[CH:39]=[C:38]3[C:43](=[CH:42][CH:41]=2)[N:35]([CH2:34][C:31]2[CH:30]=[CH:29][C:28]([C:23]4[C:22]([C:20]([OH:21])=[O:19])=[CH:27][CH:26]=[CH:25][CH:24]=4)=[CH:33][CH:32]=2)[C:36]([CH3:48])=[C:37]3[CH3:47])=[O:45])[CH:11]([CH3:13])[CH3:12])[CH:7]=[CH:8][CH:9]=1)([CH3:3])[CH3:2]. Procedure details: The title compound was prepared following the same general protocol as described in Step 8-9, Example 1, using the (S)-1-(3-isopropylphenyl)-2-methylpropan-1-amine and the 1-((2′-(tert-butoxycarbonyl)-[1,1′-biphenyl]-4-yl)methyl)-2,3-dimethyl-1H-indole-5-carboxylic acid. ESI-MS (m/z): 573 [M+H]+. Starting materials: Cc1cc2oc(C)c(-c3ccc(Cl)cc3Cl)n2n1, CN(C)C=O, O=P(Cl)(Cl)Cl. Product: Cc1nn2c(-c3ccc(Cl)cc3Cl)c(C)oc2c1C=O. Reaction SMILES: [Cl:6][c:7]1[c:8](-[c:14]2[n:15]3[c:16]([o:17][c:18]2[CH3:19])[cH:20][c:21]([CH3:23])[n:22]3)[cH:9][cH:10][c:11]([Cl:13])[cH:12]1.[O:24]=[CH:25][N:26]([CH3:27])[CH3:28].[P:1]([Cl:2])([Cl:3])([Cl:4])=[O:5]>>[Cl:6][c:7]1[c:8](-[c:14]2[n:15]3[c:16]([o:17][c:18]2[CH3:19])[c:20]([CH:25]=[O:24])[c:21]([CH3:23])[n:22]3)[cH:9][cH:10][c:11]([Cl:13])[cH:12]1. The reactants are C1=2C(=O)OC(NC1=CC=CC2)=O (isatoic anhydride), C(C)(CC)C1=CC=C(N)C=C1 (4-sec-butylaniline). Run in CN(C=O)C (N,N-dimethyl formamide). Conditions: temperature 80 celsius. Product: NC1=C(C(=O)NC2=CC=C(C=C2)C(C)CC)C=CC=C1 (2-amino-N-(4-sec-butylphenyl)-benzamide). Reaction SMILES: [C:1]12[C:7](=[CH:8][CH:9]=[CH:10][CH:11]=1)[NH:6]C(=O)[O:4][C:2]2=O.[CH:13]([C:17]1[CH:23]=[CH:22][C:20]([NH2:21])=[CH:19][CH:18]=1)([CH2:15][CH3:16])[CH3:14]>CN(C)C=O>[NH2:6][C:7]1[CH:8]=[CH:9][CH:10]=[CH:11][C:1]=1[C:2]([NH:21][C:20]1[CH:22]=[CH:23][C:17]([CH:13]([CH2:15][CH3:16])[CH3:14])=[CH:18][CH:19]=1)=[O:4]. Reported procedure: To a solution of isatoic anhydride (4.00 g, 24.0 mmol) in N,N-dimethyl formamide (80 mL) under nitrogen atmosphere was added 4-sec-butylaniline (3.66 g, 24.0 mmol). The reaction mixture was heated at 80° C. for 24 hours, then the solvent was removed under reduced pressure and the residue was diluted with ethyl acetate, washed with 1 N aqueous solution of sodium hydroxide, water, and dried over sodium sulfate. The crude oil (7 g) was purified by column chromatography (silica gel 230-400 mesh; 10/... The reactants are N1=C(C=CC=C1)CN1C(=NC=C1)S (1-(2-pyridylmethyl)-2-mercaptoimidazole), C1(C=2C(C(N1C1=C(CCl)C=CC=C1)=O)=CC=CC2)=O (2-phthalimidobenzyl chloride). The product is N1=C(C=CC=C1)CN1C(=NC=C1)SCC1=C(C=CC=C1)N1C(C=2C(C1=O)=CC=CC2)=O (1-(2-pyridylmethyl)-2-(2-phthalimidobenzylthio)imidazole). As a reaction SMILES: [N:1]1[CH:6]=[CH:5][CH:4]=[CH:3][C:2]=1[CH2:7][N:8]1[CH:12]=[CH:11][N:10]=[C:9]1[SH:13].[C:14]1(=[O:32])[N:18]([C:19]2[CH:26]=[CH:25][CH:24]=[CH:23][C:20]=2[CH2:21]Cl)[C:17](=[O:27])[C:16]2=[CH:28][CH:29]=[CH:30][CH:31]=[C:15]12>>[N:1]1[CH:6]=[CH:5][CH:4]=[CH:3][C:2]=1[CH2:7][N:8]1[CH:12]=[CH:11][N:10]=[C:9]1[S:13][CH2:21][C:20]1[CH:23]=[CH:24][CH:25]=[CH:26][C:19]=1[N:18]1[C:17](=[O:27])[C:16]2=[CH:28][CH:29]=[CH:30][CH:31]=[C:15]2[C:14]1=[O:32]. Procedure: 1-(2-pyridylmethyl)-2-mercaptoimidazole and 2-phthalimidobenzyl chloride are treated in the same manner as described in Example 1-(1) to give 1-(2-pyridylmethyl)-2-(2-phthalimidobenzylthio)imidazole. Starting materials: N(=O)OC(C)(C)C (tert-butyl nitrite), [Si](C)(C)(C)N=[N+]=[N-] (TMS azide), NC1=C(C=C(CNC(OC(C)(C)C)=O)C=C1)I (tert-Butyl 4-amino-3-iodobenzylcarbamate). Run in CC#N (CH3CN). Run at temperature 0 celsius, time 2 hour. Yields the product N(=[N+]=[N-])C1=C(C=C(CNC(OC(C)(C)C)=O)C=C1)I (tert-Butyl 4-azido-3-iodobenzylcarbamate). The yield is 87.2%. Reaction SMILES: [NH2:1][C:2]1[CH:16]=[CH:15][C:5]([CH2:6][NH:7][C:8](=[O:14])[O:9][C:10]([CH3:13])([CH3:12])[CH3:11])=[CH:4][C:3]=1[I:17].N(OC(C)(C)C)=O.[Si]([N:29]=[N+:30]=[N-])(C)(C)C>CC#N>[N:1]([C:2]1[CH:16]=[CH:15][C:5]([CH2:6][NH:7][C:8](=[O:14])[O:9][C:10]([CH3:13])([CH3:12])[CH3:11])=[CH:4][C:3]=1[I:17])=[N+:29]=[N-:30]. Procedure details: tert-Butyl 4-amino-3-iodobenzylcarbamate (1.0 g, 2.87 mmol) was dissolved in CH3CN (6.0 ml). The solution was cooled to 0° C., tert-butyl nitrite (444.3 mg, 4.30 mmol) and TMS azide (397.1 mg, 3.45 mmol) were added. The mixture was then stirred at r.t for 2.0 h. The solvents were removed under vacuum and the residue purified by flash chromatography (Pet. Ether/EtOAc 85:15) affording 936 mg (87%) of the title compound.